This data is from the Open Reaction Database (ORD), a public repository of structured organic reaction records. The task is: describe an organic reaction: reactants, conditions, products, and yield Starting materials: C#Cc1ccccn1, CC1CC(=O)CC(C)C1. The product is CC1C=C(C#Cc2ccccn2)CC(C)C1. As a reaction SMILES: [C:1](#[CH:2])[c:3]1[n:4][cH:5][cH:6][cH:7][cH:8]1.[CH3:9][CH:10]1[CH2:11][C:12](=[O:17])[CH2:13][CH:14]([CH3:16])[CH2:15]1>>[C:1](#[C:2][C:12]1=[CH:11][CH:10]([CH3:9])[CH2:15][CH:14]([CH3:16])[CH2:13]1)[c:3]1[n:4][cH:5][cH:6][cH:7][cH:8]1. Reactants: Cl.C(C)(=O)OCC (Hydrochloric acid ethyl acetate), CN(CCCN1C(=NC2=C1C=CC=C2)CCCCCCCCCCCCCCC)C (N,N-dimethyl-3-(2-pentadecyl-1H-benzimidazol-1-yl)-1-propanamine). Solvent: C(C)(=O)OCC (ethyl acetate). Conditions: time 20 minute. Yields the product Cl.CN(CCCN1C(=NC2=C1C=CC=C2)CCCCCCCCCCCCCCC)C (N,N-Dimethyl-3-(2-pentadecyl-1H-benzimidazol-1-yl)-1-propanamine monohydrochloride). As a reaction SMILES: [ClH:1].C(OCC)(=O)C.[CH3:8][N:9]([CH3:37])[CH2:10][CH2:11][CH2:12][N:13]1[C:17]2[CH:18]=[CH:19][CH:20]=[CH:21][C:16]=2[N:15]=[C:14]1[CH2:22][CH2:23][CH2:24][CH2:25][CH2:26][CH2:27][CH2:28][CH2:29][CH2:30][CH2:31][CH2:32][CH2:33][CH2:34][CH2:35][CH3:36]>C(OCC)(=O)C>[ClH:1].[CH3:37][N:9]([CH3:8])[CH2:10][CH2:11][CH2:12][N:13]1[C:17]2[CH:18]=[CH:19][CH:20]=[CH:21][C:16]=2[N:15]=[C:14]1[CH2:22][CH2:23][CH2:24][CH2:25][CH2:26][CH2:27][CH2:28][CH2:29][CH2:30][CH2:31][CH2:32][CH2:33][CH2:34][CH2:35][CH3:36] |f:0.1,4.5|. Procedure details: 4N Hydrochloric acid/ethyl acetate solution (0.13 ml) was added to a solution containing N,N-dimethyl-3-(2-pentadecyl-1H-benzimidazol-1-yl)-1-propanamine (0.20 g) in ethyl acetate (2 ml). After being stirred for 20 minutes at room temperature, the reaction mixture was concentrated. The residue was recrystallized with the mixed solution of ethyl acetate-hexane, thereby yielding the entitled compound (0.13 g) as white solid. Starting materials: BrC1=NC(=CC(=C1)CO)C ((2-bromo-6-methyl-pyridin-4-yl)-methanol), CCN(C(C)C)C(C)C (DIPEA), CS(=O)(=O)Cl (methanesulfonyl chloride). Run in C(Cl)Cl (CH2Cl2), ClCCl (dichloromethane). Run at temperature 0 celsius, time 1 hour. Yields the product BrC1=NC(=CC(=C1)COS(=O)(=O)C)C (methanesulfonic acid 2-bromo-6-methyl-pyridin-4-ylmethyl ester). Reaction SMILES: [Br:1][C:2]1[CH:7]=[C:6]([CH2:8][OH:9])[CH:5]=[C:4]([CH3:10])[N:3]=1.CCN(C(C)C)C(C)C.[CH3:20][S:21](Cl)(=[O:23])=[O:22]>ClCCl>[Br:1][C:2]1[CH:7]=[C:6]([CH2:8][O:9][S:21]([CH3:20])(=[O:23])=[O:22])[CH:5]=[C:4]([CH3:10])[N:3]=1. Reported procedure: To a solution of (2-bromo-6-methyl-pyridin-4-yl)-methanol (0.300 g, 1.48 mmol) in dichloromethane (2.0 mL) was added DIPEA (776 μL, 4.45 mmol). The resulting mixture was cooled to 0° C. and methanesulfonyl chloride (120 μL, 1.56 mmol) was added. After 1 hour, the reaction mixture was diluted CH2Cl2 (20 mL) and washed with saturated aqueous ammonium chloride (3×10 mL), saturated aqueous sodium bicarbonate (10 mL) and brine (10 mL). The organic layer was dried over MgSO4, filtered and concentrated...